Dataset: the Open Reaction Database (ORD), a public repository of structured organic reaction records. Task: describe an organic reaction: reactants, conditions, products, and yield The reactants are CO, COC(=O)CS(=O)(=O)c1ccccc1, NN, O. Product: NNC(=O)CS(=O)(=O)c1ccccc1. As a reaction SMILES: [CH3:18][OH:19].[CH3:1][O:2][C:3]([CH2:4][S:5](=[O:6])(=[O:7])[c:8]1[cH:9][cH:10][cH:11][cH:12][cH:13]1)=[O:14].[NH2:16][NH2:17].[OH2:15]>>[O:2]=[C:3]([CH2:4][S:5](=[O:6])(=[O:7])[c:8]1[cH:9][cH:10][cH:11][cH:12][cH:13]1)[NH:16][NH2:17]. Reactants: OCC1(N=C(OC1)C1=CC=CC=C1)C (4-hydroxymethyl-4-methyl-2-phenyloxazoline), [H-].[Na+] (sodium hydride), C(C1=CC=CC=C1)Cl (Benzyl chloride). Solvent: C1(=CC=CC=C1)C (toluene), C1(=CC=CC=C1)C (toluene). Run at time 16 hour. Yields the product C(C1=CC=CC=C1)OCC1(N=C(OC1)C1=CC=CC=C1)C (4-Benzyloxymethyl-4-methyl-2-phenyloxazoline). Reaction SMILES: [OH:1][CH2:2][C:3]1([CH3:14])[CH2:7][O:6][C:5]([C:8]2[CH:13]=[CH:12][CH:11]=[CH:10][CH:9]=2)=[N:4]1.[H-].[Na+].[CH2:17](Cl)[C:18]1[CH:23]=[CH:22][CH:21]=[CH:20][CH:19]=1>C1(C)C=CC=CC=1>[CH2:17]([O:1][CH2:2][C:3]1([CH3:14])[CH2:7][O:6][C:5]([C:8]2[CH:9]=[CH:10][CH:11]=[CH:12][CH:13]=2)=[N:4]1)[C:18]1[CH:23]=[CH:22][CH:21]=[CH:20][CH:19]=1 |f:1.2|. Reported procedure: A suspension of 4-hydroxymethyl-4-methyl-2-phenyloxazoline (19.1 grams, prepared by the method described in J. Amer, Chem. Soc. 1945, 67, 1069) in toluene (200 milliliters) was added slowly to a stirred suspension of sodium hydride (2.4 grams) in toluene (50 milliliters). Some warming was necessary to initiate the reaction. The mixture was then heated under reflux for 2 hours with stirring. Benzyl chloride (13.0 grams) was added to the mixture over a period of 10 minutes. The mixture was heated ... Reactants: O (water), CC1C(C2=C(C=CC3=C1C=CC=C3)C=CC=C2)=O (5-methyl-6-oxo-dibenzo[a,e]cyclooctene), C[Li] (methyl lithium), solution. Solvent: C(C)OCC (diethyl ether), C(C)OCC (diethyl ether). Yields the product OC1(C(C2=C(C=CC3=C1C=CC=C3)C=CC=C2)C)C (5-Hydroxy-5,6-dimethyl-dibenzo[a,e]cyclooct-11-ene). Reaction SMILES: [CH3:1][CH:2]1[C:9]2[CH:10]=[CH:11][CH:12]=[CH:13][C:8]=2[CH:7]=[CH:6][C:5]2[CH:14]=[CH:15][CH:16]=[CH:17][C:4]=2[C:3]1=[O:18].[CH3:19][Li].O>C(OCC)C>[OH:18][C:3]1([CH3:19])[C:4]2[CH:17]=[CH:16][CH:15]=[CH:14][C:5]=2[CH:6]=[CH:7][C:8]2[CH:13]=[CH:12][CH:11]=[CH:10][C:9]=2[CH:2]1[CH3:1]. Reported procedure: To a stirred solution of 5-methyl-6-oxo-dibenzo[a,e]cyclooctene (0.1 g) in anhydrous diethyl ether (10 ml) under nitrogen at 0° C. was added methyl lithium (0.43 ml of a 1.4 M solution in diethyl ether). After stirring for approximately 30 minutes water (10 ml) was added. The phases were separated and the ethereal layer was washed with water (2×10 ml), dried (Na2SO4) and the solvent removed in vacuo to give the title compound as a colourless solid (0.104 g), mP 86°-87° C. δ1.43 (CDCl3 360 MHz,) ... Reactants: FC1=CC=C(N)C=C1 (4-fluoroaniline), C1=CC(=CC=C1C(=O)CBr)F (2-bromo-4-fluoroacetophenone). Product: FC1=CC=C(C=C1)C(CNC1=CC=C(C=C1)F)=O (1-(4-fluoro-phenyl)-2-(4-fluoro-phenylamino)-ethanone). Run in C1CCOC1 (THF). Procedure details: 1.3 mL 4-fluoroaniline was added to 1 g 2-bromo-4-fluoroacetophenone in 20 mL THF. The reaction was stirred 3 h at RT and 4 h at 40° C. The mixture was filtered and the filtrate diluted with ethyl acetate and extracted with water. The organic layer was dried and evaporated. Diisopropylether was added to the residue. The precipitate was filtered and dried to yield 0.42 g desired product. Rt: 1.53 min (method B), (M+H)+: 248 Run at temperature 40 celsius, time 4 hour. Reaction SMILES: [F:1][C:2]1[CH:8]=[CH:7][C:5]([NH2:6])=[CH:4][CH:3]=1.[CH:9]1[C:14]([C:15]([CH2:17]Br)=[O:16])=[CH:13][CH:12]=[C:11]([F:19])[CH:10]=1>C1COCC1>[F:19][C:11]1[CH:12]=[CH:13][C:14]([C:15](=[O:16])[CH2:17][NH:6][C:5]2[CH:7]=[CH:8][C:2]([F:1])=[CH:3][CH:4]=2)=[CH:9][CH:10]=1.